From a dataset of the Open Reaction Database (ORD), a public repository of structured organic reaction records. describe an organic reaction: reactants, conditions, products, and yield Reactants: COC(C1=CC(=CC=C1)NC(CN1C(N(C2=C(C(=N1)C1CCCCC1)C=CC=C2)CC(C(C)(C)C)=O)=O)=O)=O (3-{2-[5-Cyclohexyl-1-(3,3-dimethyl-2-oxo-butyl)-2-oxo-1,2-dihydro-3H-1,3,4-benzotriazepin-3-yl]-acetylamino}-benzoic acid methyl ester), C1(CCCCC1)C1=NN(C(N(C2=C1C=CC=C2)CC(=O)C2CCCCC2)=O)CC(=O)O ([5-cyclohexyl-1-(2-cyclohexyl-2-oxo-ethyl)-2-oxo-1,2-dihydro-3H-1,3,4-benzotriazepin-3-yl]-acetic acid), C(C)OC(CSC1=CC(=CC=C1)N)=O ((3-amino-phenylsulfanyl)-acetic acid ethyl ester), C1(CCCCC1)C1=NN(C(N(C2=C1C=CC=C2)CC(C(C)(C)C)=O)=O)CC(=O)O ([5-cyclohexyl-1-(3,3-dimethyl-2-oxo-butyl)-2-oxo-1,2-dihydro-3H-1,3,4-benzotriazepin-3-yl]-acetic acid), COC(C1=CC(=CC=C1)N)=O (3-amino-benzoic acid methyl ester). The product is C(C)OC(CN1C(N(C2=C(C(=N1)C1CCCCC1)C=CC=C2)CC(C(C)(C)C)=O)=O)=O ([5-cyclohexyl-1-(3,3-dimethyl-2-oxo-butyl)-2-oxo-1,2-dihydro-3H-1,3,4-benzotriazepin-3-yl]-acetic acid ethyl ester). RXN SMILES: COC(=O)C1C=CC=C(N[C:11](=[O:38])[CH2:12][N:13]2[N:19]=[C:18]([CH:20]3[CH2:25][CH2:24][CH2:23][CH2:22][CH2:21]3)[C:17]3[CH:26]=[CH:27][CH:28]=[CH:29][C:16]=3[N:15]([CH2:30][C:31](=[O:36])[C:32]([CH3:35])([CH3:34])[CH3:33])[C:14]2=[O:37])C=1.C1(C2C3C=CC=CC=3N([CH2:57][C:58](C3CCCCC3)=[O:59])C(=O)N(CC(O)=O)N=2)CCCCC1.C(OC(=O)CSC1C=CC=C(N)C=1)C.C1(C2C3C=CC=CC=3N(CC(=O)C(C)(C)C)C(=O)N(CC(O)=O)N=2)CCCCC1.COC(=O)C1C=CC=C(N)C=1>>[CH2:58]([O:59][C:11](=[O:38])[CH2:12][N:13]1[N:19]=[C:18]([CH:20]2[CH2:21][CH2:22][CH2:23][CH2:24][CH2:25]2)[C:17]2[CH:26]=[CH:27][CH:28]=[CH:29][C:16]=2[N:15]([CH2:30][C:31](=[O:36])[C:32]([CH3:34])([CH3:33])[CH3:35])[C:14]1=[O:37])[CH3:57]. Procedure details: The title compound was obtained by the method used in the preparation of 3-{2-[5-cyclohexyl-1-(3,3-dimethyl-2-oxo-butyl)-2-oxo-1,2-dihydro-3H-1,3,4-benzotriazepin-3-yl]-acetylamino}-benzoic acid methyl ester (Example 1) except that [5-cyclohexyl-1-(2-cyclohexyl-2-oxo-ethyl)-2-oxo-1,2-dihydro-3H-1,3,4-benzotriazepin-3-yl]-acetic acid (Example 79, step a) and (3-amino-phenylsulfanyl)-acetic acid ethyl ester were used instead of [5-cyclohexyl-1-(3,3-dimethyl-2-oxo-butyl)-2-oxo-1,2-dihydro-3H-1,3,4-... Starting materials: CN(C)CCC(O)c1ccccc1, CS(C)=O, Clc1cnccn1, [H-], [Na+]. Product: CN(C)CCC(Oc1cnccn1)c1ccccc1. As a reaction SMILES: [CH3:1][N:2]([CH3:3])[CH2:4][CH2:5][CH:6]([c:7]1[cH:8][cH:9][cH:10][cH:11][cH:12]1)[OH:13].[CH3:23][S:24]([CH3:25])=[O:26].[Cl:16][c:17]1[n:18][cH:19][cH:20][n:21][cH:22]1.[H-:14].[Na+:15]>>[CH3:1][N:2]([CH3:3])[CH2:4][CH2:5][CH:6]([c:7]1[cH:8][cH:9][cH:10][cH:11][cH:12]1)[O:13][c:17]1[n:18][cH:19][cH:20][n:21][cH:22]1. Reactants: COc1cccc(OC(F)(F)F)c1, COc1ccc(CO)cc1C1(N2CC(O)CC2C(=O)N(C)C)C(=O)Nc2ccc(Cl)cc21, O=S(=O)(Cl)Cl. The product is COc1ccc(S(=O)(=O)N2C(=O)C(c3cc(CO)ccc3OC)(N3CC(O)CC3C(=O)N(C)C)c3cc(Cl)ccc32)c(OC(F)(F)F)c1. RXN SMILES: [CH3:38][O:39][c:40]1[cH:41][c:42]([O:46][C:47]([F:48])([F:49])[F:50])[cH:43][cH:44][cH:45]1.[Cl:1][c:2]1[cH:3][c:4]2[c:8]([cH:9][cH:10]1)[NH:7][C:6](=[O:11])[C:5]2([c:12]1[c:13]([O:20][CH3:21])[cH:14][cH:15][c:16]([CH2:18][OH:19])[cH:17]1)[N:22]1[CH:23]([C:24](=[O:25])[N:26]([CH3:27])[CH3:28])[CH2:29][CH:30]([OH:32])[CH2:31]1.[S:33](=[O:34])(=[O:35])([Cl:36])[Cl:37]>>[Cl:1][c:2]1[cH:3][c:4]2[c:8]([cH:9][cH:10]1)[N:7]([S:33](=[O:34])(=[O:35])[c:43]1[c:42]([O:46][C:47]([F:48])([F:49])[F:50])[cH:41][c:40]([O:39][CH3:38])[cH:45][cH:44]1)[C:6](=[O:11])[C:5]2([c:12]1[c:13]([O:20][CH3:21])[cH:14][cH:15][c:16]([CH2:18][OH:19])[cH:17]1)[N:22]1[CH:23]([C:24](=[O:25])[N:26]([CH3:27])[CH3:28])[CH2:29][CH:30]([OH:32])[CH2:31]1. Starting materials: N1=C(Cl)N=C(Cl)N=C1Cl (cyanuric chloride), C1(=CC=CC=C1)O (phenol), [OH-].[Na+] (sodium hydroxide). The solvent is CC(=O)C (acetone), O (water). Yields the product O(C1=CC=CC=C1)C1=NC(=NC(=N1)OC1=CC=CC=C1)Cl (2,4-diphenoxy-6-chloro-s-triazine). The yield is 82.4%. Reaction SMILES: [N:1]1[C:8]([Cl:9])=[N:7][C:5](Cl)=[N:4][C:2]=1Cl.[C:10]1([OH:16])[CH:15]=[CH:14][CH:13]=[CH:12][CH:11]=1.[OH-:17].[Na+]>CC(C)=O.O>[O:16]([C:2]1[N:4]=[C:5]([O:17][C:10]2[CH:15]=[CH:14][CH:13]=[CH:12][CH:11]=2)[N:7]=[C:8]([Cl:9])[N:1]=1)[C:10]1[CH:15]=[CH:14][CH:13]=[CH:12][CH:11]=1 |f:2.3|. Procedure details: To a solution of 18.4 g (0.1 mole) of cyanuric chloride in 90 ml of acetone was added dropwise a solution of 19.0 g (0.2 moles) of phenol and 8.0 g (0.2 moles) of sodium hydroxide in 75 ml of water at a reaction temperature in the range of 15° to 20° C. After 41/2 hours the precipitate formed was removed by suction, washed with water and dried (with Mg SO4). Purification by recrystallization from n-heptane gave 24.7 g of 2,4-diphenoxy-6-chloro-s-triazine in 82% yield. The melting point was 119°-...